From a dataset of the Open Reaction Database (ORD), a public repository of structured organic reaction records. describe an organic reaction: reactants, conditions, products, and yield As a reaction SMILES: [Br:1][C:2]1[C:3](F)=[C:4]2[C:10]([NH:11][C:12](=[O:16])[CH:13]([CH3:15])[CH3:14])=[CH:9][NH:8][C:5]2=[N:6][CH:7]=1.C(OC(=O)[NH:24][C@H:25]1[C@H:30]([CH:31]2[CH2:33][CH2:32]2)[CH2:29][CH2:28][NH:27][CH2:26]1)(C)(C)C.CCN(C(C)C)C(C)C.C(O)(C(F)(F)F)=O.C(Cl)[Cl:52]>CCCCO>[ClH:52].[NH2:24][C@H:25]1[C@H:30]([CH:31]2[CH2:33][CH2:32]2)[CH2:29][CH2:28][N:27]([C:3]2[C:2]([Br:1])=[CH:7][N:6]=[C:5]3[NH:8][CH:9]=[C:10]([NH:11][C:12](=[O:16])[CH:13]([CH3:15])[CH3:14])[C:4]=23)[CH2:26]1 |f:6.7|. Yields the product Cl.N[C@@H]1CN(CC[C@H]1C1CC1)C1=C2C(=NC=C1Br)NC=C2NC(C(C)C)=O (N-(4-(trans-3-amino-4-cyclopropylpiperidin-1-yl)-5-bromo-1H-pyrrolo[2,3-b]pyridin-3-yl)isobutyramide hydrochloride). Conditions: temperature 146 celsius, time 20 hour. Procedure: A mixture of N-(5-bromo-4-fluoro-1H-pyrrolo[2,3-b]pyridin-3-yl)isobutyramide (0.20 g, 0.67 mmol; Example 15, Step A), tert-butyl-trans-4-cyclopropylpiperidin-3-ylcarbamate (0.48 g, 2.00 mmol; Example K) and DIEA (0.35 mL, 2.00 mmol) in n-BuOH (2 mL) was stirred at 146° C. (bath) for 20 hours. The solvent was removed. The residue was dissolved in ethyl acetate (20 mL), washed with water (10 mL), brine (10 mL), dried (sodium sulfate) and concentrated in vacuo. The residue was purified by reverse p... The solvent is CCCCO (n-BuOH). Starting materials: C(=O)(C(F)(F)F)O (TFA), BrC=1C(=C2C(=NC1)NC=C2NC(C(C)C)=O)F (N-(5-bromo-4-fluoro-1H-pyrrolo[2,3-b]pyridin-3-yl)isobutyramide), C(C)(C)(C)OC(N[C@@H]1CNCC[C@H]1C1CC1)=O (tert-butyl-trans-4-cyclopropylpiperidin-3-ylcarbamate), CCN(C(C)C)C(C)C (DIEA), C(Cl)Cl (DCM). Isolated yield 52.0%. The reactants are C(C)N(CCOC1=CC=C(C=C1)[N+](=O)[O-])CC (diethyl-[2-(4-nitro-phenoxy)-ethyl]-amine), CN(C=O)C (N,N-dimethylformamide), C(=S)(N1C=NC=C1)N1C=NC=C1 (Thiocarbonyldiimidazole), CN(C=O)C (N,N-dimethylformamide), ice water. Run at temperature -15 celsius, time 1 hour. Product: C(C)N(CCOC1=CC=C(C=C1)N=C=O)CC (diethyl-[2-(4-isocyanato-phenoxy)-ethyl]-amine). Isolated yield 83.0%. RXN SMILES: C(N1C=CN=C1)(N1C=CN=C1)=S.[CH2:13]([N:15]([CH2:28][CH3:29])[CH2:16][CH2:17][O:18][C:19]1[CH:24]=[CH:23][C:22]([N+:25]([O-])=O)=[CH:21][CH:20]=1)[CH3:14].CN(C)[CH:32]=[O:33]>>[CH2:13]([N:15]([CH2:28][CH3:29])[CH2:16][CH2:17][O:18][C:19]1[CH:24]=[CH:23][C:22]([N:25]=[C:32]=[O:33])=[CH:21][CH:20]=1)[CH3:14]. Procedure details: Thiocarbonyldiimidazole (4.56 g, 25.6 mmol) (Aldrich) was dissolved in N,N-dimethylformamide (25 mL) and the solution cooled to −15° C. A solution diethyl-[2-(4-nitro-phenoxy)-ethyl]-amine (5 g, 25.7 mmol) (from Step B above) in N,N-dimethylformamide (75 mL) was added dropwise and the mixture was then stirred at room temperature for 1 hour. The solution was cooled to 0° C. and poured into ice/water (1000 mL), stirred 30 minutes, and the precipitate was filtered off, washed with water and dried u...